This data is from the Open Reaction Database (ORD), a public repository of structured organic reaction records. The task is: describe an organic reaction: reactants, conditions, products, and yield Reactants: O=C([O-])O, CC(C)NC(C)C, O=CNCc1cccc(C(F)(F)F)c1Cl, ClCCl, [Na+], O=P(Cl)(Cl)Cl. Product: [C-]#[N+]Cc1cccc(C(F)(F)F)c1Cl. As a reaction SMILES: [C:28](=[O:29])([O-:30])[OH:31].[CH:16]([NH:17][CH:18]([CH3:19])[CH3:20])([CH3:21])[CH3:22].[Cl:1][c:2]1[c:3]([CH2:12][NH:13][CH:14]=[O:15])[cH:4][cH:5][cH:6][c:7]1[C:8]([F:9])([F:10])[F:11].[Cl:33][CH2:34][Cl:35].[Na+:32].[P:23]([Cl:24])([Cl:25])([Cl:26])=[O:27]>>[Cl:1][c:2]1[c:3]([CH2:12][N+:13]#[C-:14])[cH:4][cH:5][cH:6][c:7]1[C:8]([F:9])([F:10])[F:11].